This data is from the Open Reaction Database (ORD), a public repository of structured organic reaction records. The task is: describe an organic reaction: reactants, conditions, products, and yield Reactants: N1CC(C1)C=1C=CC(=NC1)NC=1C(N(C=C(C1)Br)C)=O (3-(5-(azetidin-3-yl)pyridin-2-ylamino)-5-bromo-1-methylpyridin-2(1H)-one), C(C)(=O)OCC1=C(C=CC=C1B1OC(C(O1)(C)C)(C)C)N1C(C=2N(C=3CCCCC3C2)CC1)=O (2-(2-(Acetoxymethyl)-3-(4,4,5,5-tetramethyl-1,3,2-dioxaborolan-2-yl)phenyl)-3,4,6,7,8,9-hexahydropyrazino[1,2-a]indol-1(2H)-one), O1CCOCC1 (dioxane). Reagents/catalysts: C=1C=CC(=CC1)[P](C=2C=CC=CC2)(C=3C=CC=CC3)[Pd]([P](C=4C=CC=CC4)(C=5C=CC=CC5)C=6C=CC=CC6)([P](C=7C=CC=CC7)(C=8C=CC=CC8)C=9C=CC=CC9)[P](C=1C=CC=CC1)(C=1C=CC=CC1)C=1C=CC=CC1 (Pd(PPh3)4). The solvent is C(=O)([O-])[O-].[Na+].[Na+] (Na2CO3), COCCOC (DME). Run at temperature 100 celsius, time 14 hour. The product is C(C)(=O)OCC1=C(C=CC=C1N1C(C=2N(C=3CCCCC3C2)CC1)=O)C1=CN(C(C(=C1)NC1=NC=C(C=C1)C1CNC1)=O)C (2-(5-(5-(Azetidin-3-yl)pyridin-2-ylamino)-1-methyl-6-oxo-1,6-dihydropyridin-3-yl)-6-(1-oxo-3,4,6,7,8,9-hexahydropyrazino[1,2-a]indol-2(1H)-yl)benzyl Acetate). Isolated yield 37.5%. As a reaction SMILES: [NH:1]1[CH2:4][CH:3]([C:5]2[CH:6]=[CH:7][C:8]([NH:11][C:12]3[C:13](=[O:20])[N:14]([CH3:19])[CH:15]=[C:16](Br)[CH:17]=3)=[N:9][CH:10]=2)[CH2:2]1.[C:21]([O:24][CH2:25][C:26]1[C:31](B2OC(C)(C)C(C)(C)O2)=[CH:30][CH:29]=[CH:28][C:27]=1[N:41]1[CH2:53][CH2:52][N:44]2[C:45]3[CH2:46][CH2:47][CH2:48][CH2:49][C:50]=3[CH:51]=[C:43]2[C:42]1=[O:54])(=[O:23])[CH3:22].O1CCOCC1>C([O-])([O-])=O.[Na+].[Na+].COCCOC.C1C=CC([P]([Pd]([P](C2C=CC=CC=2)(C2C=CC=CC=2)C2C=CC=CC=2)([P](C2C=CC=CC=2)(C2C=CC=CC=2)C2C=CC=CC=2)[P](C2C=CC=CC=2)(C2C=CC=CC=2)C2C=CC=CC=2)(C2C=CC=CC=2)C2C=CC=CC=2)=CC=1>[C:21]([O:24][CH2:25][C:26]1[C:27]([N:41]2[CH2:53][CH2:52][N:44]3[C:45]4[CH2:46][CH2:47][CH2:48][CH2:49][C:50]=4[CH:51]=[C:43]3[C:42]2=[O:54])=[CH:28][CH:29]=[CH:30][C:31]=1[C:16]1[CH:17]=[C:12]([NH:11][C:8]2[CH:7]=[CH:6][C:5]([CH:3]3[CH2:4][NH:1][CH2:2]3)=[CH:10][N:9]=2)[C:13](=[O:20])[N:14]([CH3:19])[CH:15]=1)(=[O:23])[CH3:22] |f:3.4.5,^1:76,78,97,116|. Procedure details: In a 44-mL sealed tube equipped with a magnetic stirring bar were placed 3-(5-(azetidin-3-yl)pyridin-2-ylamino)-5-bromo-1-methylpyridin-2(1H)-one 155n (60 mg, 0.18 mmol), 2-(1-oxo-3,4,6,7,8,9-hexahydropyrazino[1,2-a]indol-2(1H)-yl)-6-(4,4,5,5-tetramethyl-1,3,2-dioxaborolan-2-yl)benzyl acetate 114a (110 mg, 0.23 mmol), Pd(PPh3)4 (21 mg, 0.0.18 mmol) in 2 N Na2CO3 (3 mL), DME (2 mL), and dioxane (3 mL). After the reaction mixture was stirred at 100° C. for 14 h., it was partitioned between dichlor... Reactants: CC(C)([O-])C.[K+] (potassium tert-butoxide), COC1=CC=C(N=N1)C(C#N)C=1C=NC=CC1 ((6-Methoxypyridazin-3-yl)pyridin-3-ylacetonitrile), OO (hydrogen peroxide). The solvent is C(C)#N (acetonitrile). Conditions: temperature 23 celsius, time 30 minute. Yields the product COC1=CC=C(N=N1)C(=O)C=1C=NC=CC1 ((6-methoxypyridazin-3-yl)pyrdin-3-ylmethanone). Isolated yield 47.3%. As a reaction SMILES: [CH3:1][O:2][C:3]1[N:8]=[N:7][C:6]([CH:9]([C:12]2[CH:13]=[N:14][CH:15]=[CH:16][CH:17]=2)C#N)=[CH:5][CH:4]=1.CC(C)([O-:21])C.[K+].OO>C(#N)C>[CH3:1][O:2][C:3]1[N:8]=[N:7][C:6]([C:9]([C:12]2[CH:13]=[N:14][CH:15]=[CH:16][CH:17]=2)=[O:21])=[CH:5][CH:4]=1 |f:1.2|. Reported procedure: (6-Methoxypyridazin-3-yl)pyridin-3-ylacetonitrile (7.7 g, 0.034 mol) were dissolved in acetonitrile (200 ml) at 23° C. under a nitrogen atmosphere, and potassium tert-butoxide (4.16 g, 0.037 mol) was added. The suspension was stirred at 23° C. for 30 minutes, cooled to −4° C., and hydrogen peroxide (30% solution, 11.34 ml, 0.11 mol) was slowly added dropwise. The reaction mixture was stirred at 0° C. for a further 30 minutes and subsequently at room temperature for 2 hours. Conventional work-up ... Starting materials: OC1=C(C=O)C=CC(=C1)C1=CC=CC=C1 (2-Hydroxy-4-phenylbenzaldehyde), O (water), O (water), Cl.NO (hydroxylamine hydrochloride), C(C)(=O)[O-].[Na+] (sodium acetate). The solvent is C(C)O (ethanol). Reaction conditions: temperature 80 celsius, time 3 hour. The product is OC1=C(C=NO)C=CC(=C1)C1=CC=CC=C1 (2-Hydroxy-4-phenylbenzaldehyde oxime). Isolated yield 75.4%. RXN SMILES: [OH:1][C:2]1[CH:9]=[C:8]([C:10]2[CH:15]=[CH:14][CH:13]=[CH:12][CH:11]=2)[CH:7]=[CH:6][C:3]=1[CH:4]=O.Cl.[NH2:17][OH:18].C([O-])(=O)C.[Na+].O>C(O)C>[OH:1][C:2]1[CH:9]=[C:8]([C:10]2[CH:15]=[CH:14][CH:13]=[CH:12][CH:11]=2)[CH:7]=[CH:6][C:3]=1[CH:4]=[N:17][OH:18] |f:1.2,3.4|. Procedure details: 2-Hydroxy-4-phenylbenzaldehyde (3.7 g), hydroxylamine hydrochloride (1.4 g), sodium acetate (3.1 g) and water (10 mL) were suspended in ethanol (50 mL), and the mixture was stirred at 80° C. for 3 hours. To the reaction mixture was added water (50 mL), and the resulting mixture was extracted with ethyl acetate. The organic layer was washed with brine and dried over anhydrous magnesium sulfate, and the solvent was removed under reduced pressure to give the title compound (3.0 g). Reactants: CO, CCO, CC(C)n1ncnc1-c1nc2c(s1)CCOc1cc(C3CCNCC3)ccc1-2, C=CS(C)(=O)=O, ClCCl, O. Yields the product CC(C)n1ncnc1-c1nc2c(s1)CCOc1cc(C3CCN(CCS(C)(=O)=O)CC3)ccc1-2. RXN SMILES: [CH3:38][OH:39].[CH3:41][CH2:42][OH:43].[CH:1]([CH3:2])([CH3:3])[n:4]1[n:5][cH:6][n:7][c:8]1-[c:9]1[s:10][c:11]2[c:17]([n:18]1)-[c:16]1[c:15]([cH:22][c:21]([CH:23]3[CH2:24][CH2:25][NH:26][CH2:27][CH2:28]3)[cH:20][cH:19]1)[O:14][CH2:13][CH2:12]2.[CH:29](=[CH2:30])[S:31](=[O:32])(=[O:33])[CH3:34].[Cl:35][CH2:36][Cl:37].[OH2:40]>>[CH:1]([CH3:2])([CH3:3])[n:4]1[n:5][cH:6][n:7][c:8]1-[c:9]1[s:10][c:11]2[c:17]([n:18]1)-[c:16]1[c:15]([cH:22][c:21]([CH:23]3[CH2:24][CH2:25][N:26]([CH2:30][CH2:29][S:31](=[O:32])(=[O:33])[CH3:34])[CH2:27][CH2:28]3)[cH:20][cH:19]1)[O:14][CH2:13][CH2:12]2. The reactants are FC1=C(C=CC(=C1)F)N1C=C(C(C2=CC(=C(N=C12)SCC)F)=O)C(=O)OCC (ethyl 1-(2,4-difluorophenyl)-7-ethylthio-6-fluoro-1,4-dihydro-4-oxo-1,8-naphthyridine-3-carboxylate), ClC1=CC(=CC=C1)C(=O)OO (m-chloroperbenzoic acid), C(O)([O-])=O.[Na+] (sodium hydrogencarbonate), O (water). Solvent: C(Cl)Cl (methylene chloride). Product: FC1=C(C=CC(=C1)F)N1C=C(C(C2=CC(=C(N=C12)S(=O)CC)F)=O)C(=O)OCC (ethyl 1-(2,4-difluorophenyl)-7-ethylsulfinyl-6-fluoro-1,4-dihydro-4-oxo-1,8-naphthyridine-3-carboxylate). Yield: 77.9%. RXN SMILES: [F:1][C:2]1[CH:7]=[C:6]([F:8])[CH:5]=[CH:4][C:3]=1[N:9]1[C:18]2[C:13](=[CH:14][C:15]([F:22])=[C:16]([S:19][CH2:20][CH3:21])[N:17]=2)[C:12](=[O:23])[C:11]([C:24]([O:26][CH2:27][CH3:28])=[O:25])=[CH:10]1.ClC1C=CC=C(C(OO)=[O:37])C=1.O.C(=O)([O-])O.[Na+]>C(Cl)Cl>[F:1][C:2]1[CH:7]=[C:6]([F:8])[CH:5]=[CH:4][C:3]=1[N:9]1[C:18]2[C:13](=[CH:14][C:15]([F:22])=[C:16]([S:19]([CH2:20][CH3:21])=[O:37])[N:17]=2)[C:12](=[O:23])[C:11]([C:24]([O:26][CH2:27][CH3:28])=[O:25])=[CH:10]1 |f:3.4|. Procedure details: In 10 ml of methylene chloride was dissolved 1.00 g of ethyl 1-(2,4-difluorophenyl)-7-ethylthio-6-fluoro-1,4-dihydro-4-oxo-1,8-naphthyridine-3-carboxylate, and 580 mg of m-chloroperbenzoic acid (purity: 80%) was added thereto, after which the resulting mixture was subjected to reaction with ice-cooling for 5 hours. The precipitates were removed by filtration, and to the filtrate thus obtained was added 10 ml of water, after which the pH thereof was adjusted to 7.5 with saturated aqueous sodium h... Reactants: CCOC(C)=O, O=C([O-])[O-], CC(C)(C)OC(=O)N1CCNCC1, CC(=O)[O-], CC(=O)[O-], CCOC(=O)c1cc2c(C)c(Br)ccc2o1, Cc1ccccc1, CCOC(C)=O, CCCCCC, [Cs+], [Cs+], [Pd+2], c1ccc(P(c2ccccc2)c2ccc3ccccc3c2-c2c(P(c3ccccc3)c3ccccc3)ccc3ccccc23)cc1. The product is CCOC(=O)c1cc2c(C)c(N3CCN(C(=O)OC(C)(C)C)CC3)ccc2o1. RXN SMILES: [C:103]([O:104][CH2:105][CH3:106])(=[O:107])[CH3:108].[C:1](=[O:2])([O-:3])[O-:4].[C:69]([CH3:70])([CH3:71])([CH3:72])[O:73][C:74](=[O:75])[N:76]1[CH2:77][CH2:78][NH:79][CH2:80][CH2:81]1.[C:88]([O-:89])(=[O:90])[CH3:91].[C:93]([O-:94])(=[O:95])[CH3:96].[CH2:53]([CH3:54])[O:55][C:56](=[O:57])[c:58]1[o:59][c:60]2[c:61]([cH:62]1)[c:63]([CH3:68])[c:64]([Br:67])[cH:65][cH:66]2.[CH3:109][c:110]1[cH:111][cH:112][cH:113][cH:114][cH:115]1.[CH3:82][CH2:83][O:84][C:85](=[O:86])[CH3:87].[CH3:97][CH2:98][CH2:99][CH2:100][CH2:101][CH3:102].[Cs+:5].[Cs+:6].[Pd+2:92].[cH:7]1[cH:8][cH:9][c:10]([P:11]([c:12]2[cH:13][cH:14][c:15]3[c:16]([cH:17][cH:18][cH:19][cH:20]3)[c:21]2-[c:22]2[c:23]3[c:24]([cH:25][cH:26][cH:27][cH:28]3)[cH:29][cH:30][c:31]2[P:32]([c:33]2[cH:34][cH:35][cH:36][cH:37][cH:38]2)[c:39]2[cH:40][cH:41][cH:42][cH:43][cH:44]2)[c:45]2[cH:46][cH:47][cH:48][cH:49][cH:50]2)[cH:51][cH:52]1>>[CH2:53]([CH3:54])[O:55][C:56](=[O:57])[c:58]1[o:59][c:60]2[c:61]([cH:62]1)[c:63]([CH3:68])[c:64]([N:79]1[CH2:78][CH2:77][N:76]([C:74]([O:73][C:69]([CH3:70])([CH3:71])[CH3:72])=[O:75])[CH2:81][CH2:80]1)[cH:65][cH:66]2. The reactants are CC(C)O, CN1C(=O)C(F)(F)CN(C2CCCCC2)c2nc(Cl)ncc21, Nc1ccc(C(=O)NC2CCOCC2)cc1, O, Cc1ccccc1S(=O)(=O)O. Yields the product CN1C(=O)C(F)(F)CN(C2CCCCC2)c2nc(Nc3ccc(C(=O)NC4CCOCC4)cc3)ncc21. RXN SMILES: [CH:51]([OH:52])([CH3:53])[CH3:54].[Cl:1][c:2]1[n:3][cH:4][c:5]2[c:6]([n:22]1)[N:7]([CH:16]1[CH2:17][CH2:18][CH2:19][CH2:20][CH2:21]1)[CH2:8][C:9]([F:14])([F:15])[C:10](=[O:13])[N:11]2[CH3:12].[NH2:35][c:36]1[cH:37][cH:38][c:39]([C:40](=[O:41])[NH:42][CH:43]2[CH2:44][CH2:45][O:46][CH2:47][CH2:48]2)[cH:49][cH:50]1.[OH2:23].[c:24]1([CH3:25])[c:26]([S:27]([OH:28])(=[O:29])=[O:30])[cH:31][cH:32][cH:33][cH:34]1>>[c:2]1([NH:35][c:36]2[cH:37][cH:38][c:39]([C:40](=[O:41])[NH:42][CH:43]3[CH2:44][CH2:45][O:46][CH2:47][CH2:48]3)[cH:49][cH:50]2)[n:3][cH:4][c:5]2[c:6]([n:22]1)[N:7]([CH:16]1[CH2:17][CH2:18][CH2:19][CH2:20][CH2:21]1)[CH2:8][C:9]([F:14])([F:15])[C:10](=[O:13])[N:11]2[CH3:12].